From a dataset of the Open Reaction Database (ORD), a public repository of structured organic reaction records. describe an organic reaction: reactants, conditions, products, and yield Reactants: NC=1SC=C(N1)C(C(=O)OCC)=NOC1CCCCC1 (Ethyl 2-(2-aminothiazol-4-yl)-2-cyclohexyloxyiminoacetate), aqueous solution, [OH-].[Na+] (sodium hydroxide), CO (methanol). Run in O1CCCC1 (tetrahydrofuran). The product is NC=1SC=C(N1)C(C(=O)O)=NOC1CCCCC1 (2-(2-aminothiazol-4-yl)-2-cyclohexyloxyiminoacetic acid). Yield: 66.2%. RXN SMILES: [NH2:1][C:2]1[S:3][CH:4]=[C:5]([C:7](=[N:13][O:14][CH:15]2[CH2:20][CH2:19][CH2:18][CH2:17][CH2:16]2)[C:8]([O:10]CC)=[O:9])[N:6]=1.[OH-].[Na+].CO>O1CCCC1>[NH2:1][C:2]1[S:3][CH:4]=[C:5]([C:7](=[N:13][O:14][CH:15]2[CH2:20][CH2:19][CH2:18][CH2:17][CH2:16]2)[C:8]([OH:10])=[O:9])[N:6]=1 |f:1.2|. Procedure details: Ethyl 2-(2-aminothiazol-4-yl)-2-cyclohexyloxyiminoacetate (syn isomer, 3.5 g.), 2N aqueous solution of sodium hydroxide (11.8 ml.), methanol (11.8 ml.) and tetrahydrofuran (11.8 ml.) were treated in a similar manner to that of Example F-(4) to give 2-(2-aminothiazol-4-yl)-2-cyclohexyloxyiminoacetic acid (syn isomer, 2.1 g.), mp. 148° C. (dec.). The reactants are FC1(CC(C1)C(=O)O)F (3,3-difluorocyclobutane-carboxylic acid), CC1=NN(C(=C1C(=O)N1CC2CN(CC2C1)CCC1(CNCC1)C1=CC=CC=C1)C)C1=NC=C(C=C1)C(F)(F)F ([3,5-dimethyl-1-(5-trifluoromethyl-pyridin-2-yl)-1H-pyrazol-4-yl]-{5-[2-(3-phenyl-pyrrolidin-3-yl)-ethyl]-hexahydro-pyrrolo[3,4-c]pyrrol-2-yl}-methanone), C1(CCCC1)C(=O)Cl (cyclopentylcarbonyl chloride), CCN=C=NCCCN(C)C (EDCI), C(C)(=O)OC(C)=O (acetic anhydride). Product: C1(CCCC1)C(=O)N1CC(CC1)(C1=CC=CC=C1)CCN1CC2C(C1)CN(C2)C(=O)C=2C(=NN(C2C)C2=NC=C(C=C2)C(F)(F)F)C ({5-[2-(1-Cyclopentanecarbonyl-3-phenyl-pyrrolidin-3-yl)-ethyl]-hexahydro-pyrrolo[3,4-c]pyrrol-2-yl}-[3,5-dimethyl-1-(5-trifluoromethyl-pyridin-2-yl)-1H-pyrazol-4-yl]-methanone). RXN SMILES: [CH3:1][C:2]1[C:6]([C:7]([N:9]2[CH2:16][CH:15]3[CH:11]([CH2:12][N:13]([CH2:17][CH2:18][C:19]4([C:24]5[CH:29]=[CH:28][CH:27]=[CH:26][CH:25]=5)[CH2:23][CH2:22][NH:21][CH2:20]4)[CH2:14]3)[CH2:10]2)=[O:8])=[C:5]([CH3:30])[N:4]([C:31]2[CH:36]=[CH:35][C:34]([C:37]([F:40])([F:39])[F:38])=[CH:33][N:32]=2)[N:3]=1.[CH:41]1([C:46](Cl)=[O:47])[CH2:45][CH2:44][CH2:43][CH2:42]1.C(OC(=O)C)(=O)C.FC1(F)CC(C(O)=O)C1.CCN=C=NCCCN(C)C>>[CH:41]1([C:46]([N:21]2[CH2:22][CH2:23][C:19]([CH2:18][CH2:17][N:13]3[CH2:14][CH:15]4[CH2:16][N:9]([C:7]([C:6]5[C:2]([CH3:1])=[N:3][N:4]([C:31]6[CH:36]=[CH:35][C:34]([C:37]([F:39])([F:40])[F:38])=[CH:33][N:32]=6)[C:5]=5[CH3:30])=[O:8])[CH2:10][CH:11]4[CH2:12]3)([C:24]3[CH:29]=[CH:28][CH:27]=[CH:26][CH:25]=3)[CH2:20]2)=[O:47])[CH2:45][CH2:44][CH2:43][CH2:42]1. Reported procedure: The following were prepared analogously from [3,5-dimethyl-1-(5-trifluoromethyl-pyridin-2-yl)-1H-pyrazol-4-yl]-{5-[2-(3-phenyl-pyrrolidin-3-yl)-ethyl]-hexahydro-pyrrolo[3,4-c]pyrrol-2-yl}-methanone using the acylating agent in parenthesis in place of cyclopentylcarbonyl chloride in the final step: III-10 (acetic anhydride) and III-12 (3,3-difluorocyclobutane-carboxylic acid using the EDCI coupling procedure in step 6 of example 6). Reaction SMILES: [CH3:1][N:2]([CH3:46])[C:3]([C:5]1[CH:6]=[C:7]([CH:43]=[CH:44][CH:45]=1)[O:8][C:9]1[N:14]=[C:13]([NH:15][CH2:16][C:17]2[CH:22]=[CH:21][CH:20]=[CH:19][CH:18]=2)[C:12]([N+:23]([O-])=O)=[C:11]([O:26][C:27]2[CH:32]=[C:31]([C:33]#[N:34])[CH:30]=[CH:29][C:28]=2[O:35][CH2:36][C:37]2[CH:42]=[CH:41][CH:40]=[CH:39][CH:38]=2)[N:10]=1)=[O:4].Cl>[Zn].C1COCC1>[CH3:1][N:2]([CH3:46])[C:3]([C:5]1[CH:6]=[C:7]([CH:43]=[CH:44][CH:45]=1)[O:8][C:9]1[N:14]=[C:13]([NH:15][CH2:16][C:17]2[CH:18]=[CH:19][CH:20]=[CH:21][CH:22]=2)[C:12]([NH2:23])=[C:11]([O:26][C:27]2[CH:32]=[C:31]([C:33]#[N:34])[CH:30]=[CH:29][C:28]=2[O:35][CH2:36][C:37]2[CH:38]=[CH:39][CH:40]=[CH:41][CH:42]=2)[N:10]=1)=[O:4]. The reagents and catalysts are [Zn] (zinc). Solvent: C1CCOC1 (THF). Product: CN(C(=O)C=1C=C(OC2=NC(=C(C(=N2)NCC2=CC=CC=C2)N)OC2=C(C=CC(=C2)C#N)OCC2=CC=CC=C2)C=CC1)C (2-(3-dimethylaminocarbonylphenoxy)-4-benzylamino-5-amino-6-(2-benzyloxy-5-cyanophenoxy)pyrimidine). Reactants: CN(C(=O)C=1C=C(OC2=NC(=C(C(=N2)NCC2=CC=CC=C2)[N+](=O)[O-])OC2=C(C=CC(=C2)C#N)OCC2=CC=CC=C2)C=CC1)C (2-(3-Dimethylaminocarbonylphenoxy)-4-benzylamino-5-nitro-6-(2-benzyloxy-5-cyanophenoxy)pyrimidine), ( H ), Cl (HCl). Reported procedure: 2-(3-Dimethylaminocarbonylphenoxy)-4-benzylamino-5-nitro-6-(2-benzyloxy-5-cyanophenoxy)pyrimidine, a compound of formula (H) (0.29 g, 0.47 mmol) and 0.1 g granular zinc were mixed with 10 mL THF and 1.0 mL 10% aqueous HCl. The reaction was heated at 80° C. for 90 minutes. The volatiles were evaporated. Saturated aqueous NaHCO3 was added and the solution extracted with ethyl acetate (300 ml). The organic layer was dried (Na2SO4) and evaporated to afford 0.27 g of 2-(3-dimethylaminocarbonylphenoxy... Reaction conditions: temperature 80 celsius. Starting materials: ClC=1C=NC=C(C1SC1=C(C=C(S1)C(=O)NCCC=O)[N+](=O)[O-])Cl (5-((3,5-dichloropyridin-4-yl)thio)-4-nitro-N-(3-oxopropyl)thiophene-2-carboxamide), FC1CCNCC1 (4-fluoropiperidine). Yields the product ClC=1C=NC=C(C1SC1=C(C=C(S1)C(=O)NCCCN1CCC(CC1)F)[N+](=O)[O-])Cl (5-((3,5-dichloropyridin-4-yl)thio)-N-(3-(4-fluoropiperidin-1-yl)propyl)-4-nitrothiophene-2-carboxamide), solid. The yield is 10.0%. RXN SMILES: [Cl:1][C:2]1[CH:3]=[N:4][CH:5]=[C:6]([Cl:24])[C:7]=1[S:8][C:9]1[S:13][C:12]([C:14]([NH:16][CH2:17][CH2:18][CH:19]=O)=[O:15])=[CH:11][C:10]=1[N+:21]([O-:23])=[O:22].[F:25][CH:26]1[CH2:31][CH2:30][NH:29][CH2:28][CH2:27]1>>[Cl:1][C:2]1[CH:3]=[N:4][CH:5]=[C:6]([Cl:24])[C:7]=1[S:8][C:9]1[S:13][C:12]([C:14]([NH:16][CH2:17][CH2:18][CH2:19][N:29]2[CH2:30][CH2:31][CH:26]([F:25])[CH2:27][CH2:28]2)=[O:15])=[CH:11][C:10]=1[N+:21]([O-:23])=[O:22]. Procedure details: Prepared according to the procedure described for step D of example 223 from 5-((3,5-dichloropyridin-4-yl)thio)-4-nitro-N-(3-oxopropyl)thiophene-2-carboxamide (130 mg, 0.32 mmol) and 4-fluoropiperidine (59.0 mg, 0.38 mmol). The title compound was afforded as a solid (15.0 mg, 10% yield). 1H NMR (400 MHz, d6-DMSO) δ: 8.98 (2H, m), 8.13 (1H, m), 8.41 (1H, s), 4.71 (1H, m), 3.32 (2H, m), 3.20 (2H, m), 2.27 (4H, m), 1.83 (2H, m), 1.65 (4H, m). MS m/z: 493.06, 495.05 [M+H]+. Starting materials: BrC1=C(C=CC(=C1)OC)C(=O)C1=CC2=CC=CC=C2C=C1 ((2-Bromo-4-methoxyphenyl)(2-naphthyl)methanone), C(C)[SiH](CC)CC (triethylsilane), C(=O)(C(F)(F)F)O (TFA). The solvent is C(Cl)(Cl)Cl (CHCl3). Reaction conditions: temperature 50 celsius. Product: BrC1=C(CC2=CC3=CC=CC=C3C=C2)C=CC(=C1)OC (2-(2-Bromo-4-methoxybenzyl)naphtalene). The yield is 82.0%. RXN SMILES: [Br:1][C:2]1[CH:7]=[C:6]([O:8][CH3:9])[CH:5]=[CH:4][C:3]=1[C:10]([C:12]1[CH:21]=[CH:20][C:19]2[C:14](=[CH:15][CH:16]=[CH:17][CH:18]=2)[CH:13]=1)=O.C([SiH](CC)CC)C.C(O)(C(F)(F)F)=O>C(Cl)(Cl)Cl>[Br:1][C:2]1[CH:7]=[C:6]([O:8][CH3:9])[CH:5]=[CH:4][C:3]=1[CH2:10][C:12]1[CH:21]=[CH:20][C:19]2[C:14](=[CH:15][CH:16]=[CH:17][CH:18]=2)[CH:13]=1. Procedure: To the methanone of Step 1 (14.0 g) and triethylsilane (15 mL) in 15 mL of CHCl3 was added TFA and was heated to 50° C. overnight. The solution was cooled and quenched with NaOH (2N) to provide the title compound in 82% yield.